This data is from the Open Reaction Database (ORD), a public repository of structured organic reaction records. The task is: describe an organic reaction: reactants, conditions, products, and yield Starting materials: ClC=1C(N(N=CC1Cl)CC)=O (4,5-dichloro-2-ethyl-2H-pyridazin-3-one), C[O-].[Na+] (sodium methoxide). Run in CO (methanol). Product: ClC=1C(N(N=CC1OC)CC)=O (4-chloro-2-ethyl-5-methoxy-2H-pyridazin-3-one). Reaction SMILES: [Cl:1][C:2]1[C:3](=[O:11])[N:4]([CH2:9][CH3:10])[N:5]=[CH:6][C:7]=1Cl.[CH3:12][O-:13].[Na+]>CO>[Cl:1][C:2]1[C:3](=[O:11])[N:4]([CH2:9][CH3:10])[N:5]=[CH:6][C:7]=1[O:13][CH3:12] |f:1.2|. Reported procedure: The title compound, white crystalline solid, was prepared in accordance with the general method of example 23e by treatment of 4,5-dichloro-2-ethyl-2H-pyridazin-3-one with sodium methoxide in methanol. Starting materials: C(C)(C)(C)C=1N=C(C=2C(N1)=NN(N2)CC)N2CC(CC2)(F)F (5-tert-Butyl-7-(3,3-difluoro-pyrrolidin-1-yl)-2-ethyl-2H-[1,2,3]triazolo[4,5-d]pyrimidine), C(C)(C)(C)C=1N=C(C2=C(N1)NN=N2)N2CC(CC2)(F)F (5-tert-butyl-7-(3,3-difluoropyrrolidin-1-yl)-3H-[1,2,3]triazolo[4,5-d]pyrimidine), BrCCC1=CC=CC=C1 ((2-bromoethyl)benzene). Product: C(C)(C)(C)C=1N=C(C=2C(N1)=NN(N2)CCC2=CC=CC=C2)N2CC(CC2)(F)F (5-tert-Butyl-7-(3,3-difluoro-pyrrolidin-1-yl)-2-phenethyl-2H-[1,2,3]triazolo[4,5-d]pyrimidine), gum. Yield: 46.0%. Reaction SMILES: [C:1]([C:5]1[N:6]=[C:7]([N:16]2[CH2:20][CH2:19][C:18]([F:22])([F:21])[CH2:17]2)[C:8]2[C:9](=[N:11][N:12]([CH2:14][CH3:15])[N:13]=2)[N:10]=1)([CH3:4])([CH3:3])[CH3:2].C(C1N=C(N2CCC(F)(F)C2)C2N=NNC=2N=1)(C)(C)C.BrCC[C:46]1[CH:51]=[CH:50][CH:49]=[CH:48][CH:47]=1>>[C:1]([C:5]1[N:6]=[C:7]([N:16]2[CH2:20][CH2:19][C:18]([F:21])([F:22])[CH2:17]2)[C:8]2[C:9](=[N:11][N:12]([CH2:14][CH2:15][C:46]3[CH:51]=[CH:50][CH:49]=[CH:48][CH:47]=3)[N:13]=2)[N:10]=1)([CH3:2])([CH3:3])[CH3:4]. Procedure: In analogy to the procedure described for the synthesis of 5-tert-butyl-7-(3,3-difluoro-pyrrolidin-1-yl)-2-ethyl-2H-[1,2,3]triazolo[4,5-d]pyrimidine (example 3, step b), the title compound was prepared from 5-tert-butyl-7-(3,3-difluoropyrrolidin-1-yl)-3H-[1,2,3]triazolo[4,5-d]pyrimidine and (2-bromoethyl)benzene and isolated as light-yellow gum (7.3 mg, 46%). MS (m/e): 387.4 (MH+). The reactants are cupric acetate monohydrate, C([O-])([O-])=O.[K+].[K+] (potassium carbonate), Cl.C(C1=CC=CC=C1)OC1=CC=C(N)C=C1 (4-benzyloxyaniline hydrochloride), BrC1=C(C(=O)O)C=C(C=C1)OC (2-bromo-5-methoxybenzoic acid), C(=O)=O (carbon dioxide). Solvent: CN(C=O)C (dimethylformamide). Run at time 90 minute. Yields the product C(C1=CC=CC=C1)OC1=CC=C(C=C1)NC1=C(C(=O)O)C=C(C=C1)OC (2-(4-Benzyloxyphenylamino)-5-methoxybenzoic acid). Isolated yield 80.0%. RXN SMILES: C(=O)([O-])[O-].[K+].[K+].Cl.[CH2:8]([O:15][C:16]1[CH:22]=[CH:21][C:19]([NH2:20])=[CH:18][CH:17]=1)[C:9]1[CH:14]=[CH:13][CH:12]=[CH:11][CH:10]=1.Br[C:24]1[CH:32]=[CH:31][C:30]([O:33][CH3:34])=[CH:29][C:25]=1[C:26]([OH:28])=[O:27].C(=O)=O>CN(C)C=O>[CH2:8]([O:15][C:16]1[CH:17]=[CH:18][C:19]([NH:20][C:24]2[CH:32]=[CH:31][C:30]([O:33][CH3:34])=[CH:29][C:25]=2[C:26]([OH:28])=[O:27])=[CH:21][CH:22]=1)[C:9]1[CH:10]=[CH:11][CH:12]=[CH:13][CH:14]=1 |f:0.1.2,3.4|. Procedure: To a 5 L 3-neck flask was added 284 g (2.06 moles) milled potassium carbonate and 1.0 L dimethylformamide. While stirring the resulting mixture at room temperature, 250 g (1.06 moles) 4-benzyloxyaniline hydrochloride was added portionwise over 15 minutes. After this was completed, 231 g (1.0 mole) 2-bromo-5-methoxybenzoic acid was added over 15 minutes and the mixture was stirred for another 15 minutes. The suspension was cooled to 10°-15° C. and 13.8 g cupric acetate monohydrate (0.06 moles) wa... Starting materials: Cl.NC1=C(C=C(O)C=C1)O (4-aminoresorcinol hydrochloride), N1=C(C=CC=C1)C=1OC2=C(N1)C=CC(=C2)O (2-pyridin-2-yl-benzoxazol-6-ol), Cl.C(C1=CC=NC=C1)Cl (isonicotinyl chloride hydrochloride), C1(=CC=C(C=C1)S(=O)(=O)[O-])C.[NH+]1=CC=CC=C1 (pyridinium-p-toluenesulfonate). Run in xylenes, C(C)N(CC)CC (triethylamine). Yields the product N1=CC=C(C=C1)C=1OC2=C(N1)C=CC(=C2)O (2-Pyridin-4-yl-benzoxazol-6-ol). Reaction SMILES: Cl.[NH2:2][C:3]1[CH:9]=[CH:8][C:6]([OH:7])=[CH:5][C:4]=1[OH:10].Cl.[CH2:12](Cl)[C:13]1[CH:18]=[CH:17][N:16]=[CH:15][CH:14]=1.C1(C)C=CC(S([O-])(=O)=O)=CC=1.[NH+]1C=CC=CC=1.N1C=CC=CC=1C1OC2C=C(O)C=CC=2N=1>C(N(CC)CC)C>[N:16]1[CH:17]=[CH:18][C:13]([C:12]2[O:10][C:4]3[CH:5]=[C:6]([OH:7])[CH:8]=[CH:9][C:3]=3[N:2]=2)=[CH:14][CH:15]=1 |f:0.1,2.3,4.5|. Reported procedure: 2-Pyridin-4-yl-benzoxazol-6-ol was prepared using 4-aminoresorcinol hydrochloride (1.5 g, 9.3 mM), isonicotinyl chloride hydrochloride (1.8 g, 10.2 mM), triethylamine (3.0 g, 30.0 mM) and pyridinium-p-toluenesulfonate (PPTS, 800 mg, 3.2 mM) were refluxed in xylenes (50 mL) for about 24 hours as described for 2-pyridin-2-yl-benzoxazol-6-ol; m.p., 139-143° C. Reactants: NNC(=O)c1cccnc1, CO, [K+], O=Cc1c(-c2ccc([N+](=O)[O-])cc2)nc2sc3c(n12)CCCC3, [OH-]. The product is O=C(NN=Cc1c(-c2ccc([N+](=O)[O-])cc2)nc2sc3c(n12)CCCC3)c1cccnc1. Reaction SMILES: [C:24]([c:25]1[cH:26][n:27][cH:28][cH:29][cH:30]1)(=[O:31])[NH:32][NH2:33].[CH3:36][OH:37].[K+:35].[N+:1](=[O:2])([O-:3])[c:4]1[cH:5][cH:6][c:7](-[c:10]2[n:11][c:12]3[s:13][c:14]4[c:15]([n:16]3[c:17]2[CH:18]=[O:19])[CH2:20][CH2:21][CH2:22][CH2:23]4)[cH:8][cH:9]1.[OH-:34]>>[N+:1](=[O:2])([O-:3])[c:4]1[cH:5][cH:6][c:7](-[c:10]2[n:11][c:12]3[s:13][c:14]4[c:15]([n:16]3[c:17]2[CH:18]=[N:33][NH:32][C:24]([c:25]2[cH:26][n:27][cH:28][cH:29][cH:30]2)=[O:31])[CH2:20][CH2:21][CH2:22][CH2:23]4)[cH:8][cH:9]1. The reactants are C[S-], CN(C)C=O, CCCc1nc2c(N)nc3ccccc3c2n1CCCCCCl, [Na+], O. The product is CCCc1nc2c(N)nc3ccccc3c2n1CCCCCSC. RXN SMILES: [CH3:24][S-:25].[CH3:28][N:29]([CH3:30])[CH:31]=[O:32].[Cl:1][CH2:2][CH2:3][CH2:4][CH2:5][CH2:6][n:7]1[c:8]([CH2:21][CH2:22][CH3:23])[n:9][c:10]2[c:11]([NH2:20])[n:12][c:13]3[cH:14][cH:15][cH:16][cH:17][c:18]3[c:19]12.[Na+:26].[OH2:27]>>[CH2:2]([CH2:3][CH2:4][CH2:5][CH2:6][n:7]1[c:8]([CH2:21][CH2:22][CH3:23])[n:9][c:10]2[c:11]([NH2:20])[n:12][c:13]3[cH:14][cH:15][cH:16][cH:17][c:18]3[c:19]12)[S:25][CH3:24].